Dataset: the Open Reaction Database (ORD), a public repository of structured organic reaction records. Task: describe an organic reaction: reactants, conditions, products, and yield Starting materials: C(CCC)[Li] (n-butyllithium), C(C)(C)(C)[Li] (t-butyllithium), CC=1NC2=CC=CC=C2C1SC1=CC=CC=C1 (2-Methyl-3-phenylthioindole), C1(=CC=CC=C1)N=C=O (Phenylisocyanate). Run in CCCCCC (hexane), CCCCCC (hexane), O1CCCC1 (tetrahydrofuran), O1CCCC1 (tetrahydrofuran), O (water). Conditions: temperature -78 celsius, time 20 minute. Yields the product C1(=CC=CC=C1)N(C(C)=O)C=1NC2=CC=CC=C2C1SC1=CC=CC=C1 (2-(N-Phenylacetamido)-3-phenylthioindole). As a reaction SMILES: C[C:2]1[NH:3][C:4]2[C:9]([C:10]=1[S:11][C:12]1[CH:17]=[CH:16][CH:15]=[CH:14][CH:13]=1)=[CH:8][CH:7]=[CH:6][CH:5]=2.[CH2:18]([Li])CCC.C([Li])(C)(C)C.[C:28]1([N:34]=[C:35]=[O:36])[CH:33]=[CH:32][CH:31]=[CH:30][CH:29]=1>O1CCCC1.CCCCCC.O>[C:28]1([N:34]([C:2]2[NH:3][C:4]3[C:9]([C:10]=2[S:11][C:12]2[CH:13]=[CH:14][CH:15]=[CH:16][CH:17]=2)=[CH:8][CH:7]=[CH:6][CH:5]=3)[C:35](=[O:36])[CH3:18])[CH:33]=[CH:32][CH:31]=[CH:30][CH:29]=1. Procedure details: 2-Methyl-3-phenylthioindole (0.50 g, 2.1 mmol) (prepared according to the procedure described by Atkinson, J. G., et al., Synthesis, p. 480-481 (1988), was dissolved in dry tetrahydrofuran and cooled under nitrogen to -78° C. A solution of n-butyllithium in hexane (0.83 mL, 2.5M) was added via syringe. Carbon dioxide was bubbled into the reaction mixture over a period of several minutes; unreacted carbon dioxide was removed by freezing the reaction at liquid nitrogen temperature under high vacuu...